This data is from the Open Reaction Database (ORD), a public repository of structured organic reaction records. The task is: describe an organic reaction: reactants, conditions, products, and yield The reactants are C(C)OC(=O)N1CCC(CC1)OC(C1=CC=CC=C1)C1=CC=CC=C1 (1-ethoxycarbonyl-4-diphenylmethoxypiperidine), [OH-].[K+] (potassium hydroxide), Cl (hydrochloric acid). Run in C(C)(C)O (isopropanol). Product: Cl.C1(=CC=CC=C1)C(OC1CCNCC1)C1=CC=CC=C1 (4-Diphenylmethoxy-piperidine hydrochloride). The yield is 71.0%. Reaction SMILES: C(OC([N:6]1[CH2:11][CH2:10][CH:9]([O:12][CH:13]([C:20]2[CH:25]=[CH:24][CH:23]=[CH:22][CH:21]=2)[C:14]2[CH:19]=[CH:18][CH:17]=[CH:16][CH:15]=2)[CH2:8][CH2:7]1)=O)C.[OH-].[K+].[ClH:28]>C(O)(C)C>[ClH:28].[C:20]1([CH:13]([C:14]2[CH:15]=[CH:16][CH:17]=[CH:18][CH:19]=2)[O:12][CH:9]2[CH2:10][CH2:11][NH:6][CH2:7][CH2:8]2)[CH:21]=[CH:22][CH:23]=[CH:24][CH:25]=1 |f:1.2,5.6|. Reported procedure: A solution of 1-ethoxycarbonyl-4-diphenylmethoxypiperidine (60 g; 0.176 moles) and 85% potassium hydroxide (116 g; 1.76 moles) in isopropanol (600 ml) was boiled under reflux for 6 hours. After cooling, concentrated hydrochloric acid was added until pH=2 and the solvent removed in vacuo. The resulting residue was dissolved in a small quantity of water, washed with diethyl ether and the aqueous solution was made alkaline with aqueous sodium hydroxide solution and extracted with methylene chloride...